This data is from the Open Reaction Database (ORD), a public repository of structured organic reaction records. The task is: describe an organic reaction: reactants, conditions, products, and yield The reactants are O=C([O-])[O-], CC(=O)OC(C)=O, CNC(=N[N+](=O)[O-])SC, CC#N, [K+], [K+]. Yields the product CSC(=N[N+](=O)[O-])N(C)C(C)=O. Reaction SMILES: [C:10](=[O:11])([O-:12])[O-:13].[CH3:16][C:17]([O:19][C:18](=[O:20])[CH3:21])=[O:22].[CH3:1][NH:2][C:3]([S:4][CH3:5])=[N:6][N+:7](=[O:8])[O-:9].[CH3:23][C:24]#[N:25].[K+:14].[K+:15]>>[CH3:1][N:2]([C:3]([S:4][CH3:5])=[N:6][N+:7](=[O:8])[O-:9])[C:17]([CH3:16])=[O:19]. Product: C(C(C)C)(=O)NC1=C(C=CC=C1)C=1CCN(CC1)C(=O)OC(C)(C)C (TERT-BUTYL 4-[2-(ISOBUTYRYLAMINO)PHENYL]-3,6-DIHYDRO-1(2H)-PYRIDINECARBOXYLATE). Procedure details: Prepared by Procedure W and Scheme AF using N-(2-iodophenyl)-2-methylpropanamide and tert-butyl 4-(4,4,5,5-tetramethyl-1,3,2-dioxaborolan-2-yl)-3,6-dihydro-1(2H)-pyridinecarboxylate: ESMS m/e: 245.1 (M−100)+. The reactants are IC1=C(C=CC=C1)NC(C(C)C)=O (N-(2-iodophenyl)-2-methylpropanamide), CC1(OB(OC1(C)C)C=1CCN(CC1)C(=O)OC(C)(C)C)C (tert-butyl 4-(4,4,5,5-tetramethyl-1,3,2-dioxaborolan-2-yl)-3,6-dihydro-1(2H)-pyridinecarboxylate). As a reaction SMILES: I[C:2]1[CH:7]=[CH:6][CH:5]=[CH:4][C:3]=1[NH:8][C:9](=[O:13])[CH:10]([CH3:12])[CH3:11].CC1(C)C(C)(C)OB([C:22]2[CH2:23][CH2:24][N:25]([C:28]([O:30][C:31]([CH3:34])([CH3:33])[CH3:32])=[O:29])[CH2:26][CH:27]=2)O1>>[C:9]([NH:8][C:3]1[CH:4]=[CH:5][CH:6]=[CH:7][C:2]=1[C:22]1[CH2:27][CH2:26][N:25]([C:28]([O:30][C:31]([CH3:34])([CH3:33])[CH3:32])=[O:29])[CH2:24][CH:23]=1)(=[O:13])[CH:10]([CH3:12])[CH3:11]. The reactants are O=C(CBr)c1cccc(F)c1, CCO, [K+], O, N#C[S-]. The product is N#CSCC(=O)c1cccc(F)c1. RXN SMILES: [Br:1][CH2:2][C:3](=[O:4])[c:5]1[cH:6][c:7]([F:11])[cH:8][cH:9][cH:10]1.[CH3:17][CH2:18][OH:19].[K+:12].[OH2:16].[S-:13][C:14]#[N:15]>>[CH2:2]([C:3](=[O:4])[c:5]1[cH:6][c:7]([F:11])[cH:8][cH:9][cH:10]1)[S:13][C:14]#[N:15]. Reactants: BrCCN1N=C(C(=C1)NC(=O)C=1C=NN2C1N=CC=C2)C2=C(C=CC(=C2)Cl)OC(F)F (N-[1-(2-bromoethyl)-3-[5-chloro-2-(difluoromethoxy)phenyl]-1H-pyrazol-4-yl]pyrazolo[1,5-a]pyrimidine-3-carboxamide), C1(=CC=CC=C1)[C@@H](C)N ((1R)-1-phenylethan-1-amine), CC#N (MeCN). Reaction conditions: temperature 80 celsius, time 12 hour. Product: ClC=1C=CC(=C(C1)C1=NN(C=C1NC(=O)C=1C=NN2C1N=CC=C2)CCN[C@H](C)C2=CC=CC=C2)OC(F)F (N-[3-[5-chloro-2-(difluoromethoxy)phenyl]-1-(2-[[(1R)-1-phenylethyl]amino]ethyl)-1H-pyrazol-4-yl]pyrazolo[1,5-a]pyrimidine-3-carboxamide). As a reaction SMILES: Br[CH2:2][CH2:3][N:4]1[CH:8]=[C:7]([NH:9][C:10]([C:12]2[CH:13]=[N:14][N:15]3[CH:20]=[CH:19][CH:18]=[N:17][C:16]=23)=[O:11])[C:6]([C:21]2[CH:26]=[C:25]([Cl:27])[CH:24]=[CH:23][C:22]=2[O:28][CH:29]([F:31])[F:30])=[N:5]1.[C:32]1([C@H:38]([NH2:40])[CH3:39])[CH:37]=[CH:36][CH:35]=[CH:34][CH:33]=1.CC#N>>[Cl:27][C:25]1[CH:24]=[CH:23][C:22]([O:28][CH:29]([F:31])[F:30])=[C:21]([C:6]2[C:7]([NH:9][C:10]([C:12]3[CH:13]=[N:14][N:15]4[CH:20]=[CH:19][CH:18]=[N:17][C:16]=34)=[O:11])=[CH:8][N:4]([CH2:3][CH2:2][NH:40][C@@H:38]([C:32]3[CH:37]=[CH:36][CH:35]=[CH:34][CH:33]=3)[CH3:39])[N:5]=2)[CH:26]=1. Procedure details: A mixture of N-[1-(2-bromoethyl)-3-[5-chloro-2-(difluoromethoxy)phenyl]-1H-pyrazol-4-yl]pyrazolo[1,5-a]pyrimidine-3-carboxamide (100 mg, 0.20 mmol) and (1R)-1-phenylethan-1-amine (242 mg, 2.00 mmol) in MeCN (3 mL, 57.07 mmol) was stirred at 80° C. for 12 h. The crude product (120 mg) was purified by Prep-HPLC with the following conditions (2#-Analyse HPLC-SHIMADZU(HPLC-10)): Column, XBridge BEH130 Prep C18 OBD Column, 19&#65533; 100 mm 5 um 13 nm; mobile phase, Water with 10 mM NH4CO3 and ACN (4... The reactants are CC(F)(C(=O)NCC(F)(F)C(F)(F)F)C(=O)NC1C(=O)N(CCOCc2ccccc2)c2ccccc2-c2ccccc21, NCC(F)(F)C(F)(F)F. Product: CC(F)(C(=O)NCC(F)(F)C(F)(F)F)C(=O)NC1C(=O)N(CCO)c2ccccc2-c2ccccc21. As a reaction SMILES: [CH2:1]([c:2]1[cH:3][cH:4][cH:5][cH:6][cH:7]1)[O:8][CH2:9][CH2:10][N:11]1[c:12]2[c:13]([cH:40][cH:41][cH:42][cH:43]2)-[c:14]2[c:15]([cH:36][cH:37][cH:38][cH:39]2)[CH:16]([NH:19][C:20]([C:21]([C:22](=[O:23])[NH:24][CH2:25][C:26]([C:27]([F:28])([F:29])[F:30])([F:31])[F:32])([CH3:33])[F:34])=[O:35])[C:17]1=[O:18].[F:44][C:45]([F:46])([C:47]([F:48])([F:49])[F:50])[CH2:51][NH2:52]>>[OH:8][CH2:9][CH2:10][N:11]1[c:12]2[c:13]([cH:40][cH:41][cH:42][cH:43]2)-[c:14]2[c:15]([cH:36][cH:37][cH:38][cH:39]2)[CH:16]([NH:19][C:20]([C:21]([C:22](=[O:23])[NH:24][CH2:25][C:26]([C:27]([F:28])([F:29])[F:30])([F:31])[F:32])([CH3:33])[F:34])=[O:35])[C:17]1=[O:18]. Reactants: CC1(C)C(C=CC(=O)O)C1C(=O)[O-], COC(=O)C=CC1CCCC(C(=O)O)C1(C)C, [Cl-], C=CCO. Product: C=CCOC(=O)C=CC1C(C(=O)[O-])C1(C)C, COC(=O)C=CC1CCCC(C(=O)O)C1(C)C, [Cl-]. As a reaction SMILES: [CH3:19][C:20]1([CH3:31])[CH:21]([C:28](=[O:29])[O-:30])[CH:22]1[CH:23]=[CH:24][C:25](=[O:26])[OH:27].[CH3:2][C:3]1([CH3:18])[CH:4]([C:15](=[O:16])[OH:17])[CH2:5][CH2:6][CH2:7][CH:8]1[CH:9]=[CH:10][C:11]([O:12][CH3:13])=[O:14].[Cl-:1].[OH:32][CH2:33][CH:34]=[CH2:35]>>[CH3:19][C:20]1([CH3:31])[CH:21]([C:28](=[O:29])[O-:30])[CH:22]1[CH:23]=[CH:24][C:25](=[O:26])[O:27][CH2:35][CH:34]=[CH2:33].[CH3:2][C:3]1([CH3:18])[CH:4]([C:15](=[O:16])[OH:17])[CH2:5][CH2:6][CH2:7][CH:8]1[CH:9]=[CH:10][C:11]([O:12][CH3:13])=[O:14].[Cl-:1].